From a dataset of the Open Reaction Database (ORD), a public repository of structured organic reaction records. describe an organic reaction: reactants, conditions, products, and yield The reactants are Cc1cc([N+](=O)[O-])ccc1N=C=S, CN1CCOCC1, ClCCCl, Cl, NC1(CO)CCCC1, O=S(Cl)Cl. RXN SMILES: [CH3:14][c:15]1[c:16]([N:24]=[C:25]=[S:26])[cH:17][cH:18][c:19]([N+:21](=[O:22])[O-:23])[cH:20]1.[CH3:27][N:28]1[CH2:29][CH2:30][O:31][CH2:32][CH2:33]1.[Cl:34][CH2:35][CH2:36][Cl:37].[ClH:9].[NH2:1][C:2]1([CH2:7][OH:8])[CH2:3][CH2:4][CH2:5][CH2:6]1.[S:10]([Cl:11])([Cl:12])=[O:13]>>[NH:1]1[C:2]2([CH2:3][CH2:4][CH2:5][CH2:6]2)[CH2:7][S:26][C:25]1=[N:24][c:16]1[c:15]([CH3:14])[cH:20][c:19]([N+:21](=[O:22])[O-:23])[cH:18][cH:17]1. Product: Cc1cc([N+](=O)[O-])ccc1N=C1NC2(CCCC2)CS1. Starting materials: [Al+3], CN1CCC(C#N)(c2ccccn2)CC1, [H-], [H-], [H-], [H-], [Li+], C1CCOC1. Yields the product CN1CCC(CN)(c2ccccn2)CC1. Reaction SMILES: [Al+3:17].[CH3:1][N:2]1[CH2:3][CH2:4][C:5]([C:8]#[N:9])([c:10]2[n:11][cH:12][cH:13][cH:14][cH:15]2)[CH2:6][CH2:7]1.[H-:16].[H-:19].[H-:20].[H-:21].[Li+:18].[O:22]1[CH2:23][CH2:24][CH2:25][CH2:26]1>>[CH3:1][N:2]1[CH2:3][CH2:4][C:5]([CH2:8][NH2:9])([c:10]2[n:11][cH:12][cH:13][cH:14][cH:15]2)[CH2:6][CH2:7]1. Reactants: Cl (HCl), COC(CC1=COC2=C1C(=CC(=C2C)OCC=2C(=NC(=CC2)C)C)C)=O (methyl(6-((2,6-dimethylpyridin-3-yl)methoxy)-4,7-dimethyl-1-benzofuran-3-yl)acetate), CO (MeOH), [OH-].[Na+] (NaOH). Solvent: C1CCOC1 (THF). Run at time 2 hour. Product: CC1=NC(=CC=C1COC1=C(C2=C(C(=CO2)CC(=O)O)C(=C1)C)C)C ((6-((2,6-Dimethylpyridin-3-yl)methoxy)-4,7-dimethyl-1-benzofuran-3-yl)acetic acid). Isolated yield 73.3%. Reaction SMILES: C[O:2][C:3](=[O:26])[CH2:4][C:5]1[C:9]2[C:10]([CH3:25])=[CH:11][C:12]([O:15][CH2:16][C:17]3[C:18]([CH3:24])=[N:19][C:20]([CH3:23])=[CH:21][CH:22]=3)=[C:13]([CH3:14])[C:8]=2[O:7][CH:6]=1.CO.[OH-].[Na+].Cl>C1COCC1>[CH3:24][C:18]1[C:17]([CH2:16][O:15][C:12]2[CH:11]=[C:10]([CH3:25])[C:9]3[C:5]([CH2:4][C:3]([OH:26])=[O:2])=[CH:6][O:7][C:8]=3[C:13]=2[CH3:14])=[CH:22][CH:21]=[C:20]([CH3:23])[N:19]=1 |f:2.3|. Reported procedure: To a mixture of methyl(6-((2,6-dimethylpyridin-3-yl)methoxy)-4,7-dimethyl-1-benzofuran-3-yl)acetate (142.0 mg), MeOH (2.0 mL) and THF (dry) (2.0 mL) was added 1N NaOH (1.21 mL) at room temperature. The mixture was stirred at room temperature for 2 h. The mixture was neutralized with 1N HCl. The precipitate was collected by filtration. The solid was crystallized from IPA-EtOAc to give the title compound (100 mg). Starting materials: N([C@@H](CCSC)C(=O)O)C(=O)OC(C)(C)C (BOC-L-Met), N([C@@H](CCSC)C(=O)O)C(=O)OC(C)(C)C (BOC-L-Met), CN(C=O)C (dimethylformamide), N[C@@H](CC(C)C)C(=O)OC (L-Leu-OMe), CN(C=O)C (dimethylformamide), N[C@@H](CC(C)C)C(=O)OC (L-Leu-OMe), C1(=CC=CC=C1)P(=O)(C1=CC=CC=C1)N=[N+]=[N-] (diphenylphosphorylazide). The solvent is C(C)N(CC)CC (triethylamine). Conditions: temperature 0 celsius, time 3 hour. Product: N([C@@H](CCSC)C(=O)N[C@@H](CC(C)C)C(=O)OC)C(=O)OC(C)(C)C (BOC-L-Met-L-Leu-OMe). RXN SMILES: [NH:1]([C:10]([O:12][C:13]([CH3:16])([CH3:15])[CH3:14])=[O:11])[C@H:2]([C:7]([OH:9])=O)[CH2:3][CH2:4][S:5][CH3:6].CN(C)C=O.[NH2:22][C@H:23]([C:28]([O:30][CH3:31])=[O:29])[CH2:24][CH:25]([CH3:27])[CH3:26].C1(P(N=[N+]=[N-])(C2C=CC=CC=2)=O)C=CC=CC=1>C(N(CC)CC)C>[NH:1]([C:10]([O:12][C:13]([CH3:16])([CH3:15])[CH3:14])=[O:11])[C@H:2]([C:7]([NH:22][C@H:23]([C:28]([O:30][CH3:31])=[O:29])[CH2:24][CH:25]([CH3:27])[CH3:26])=[O:9])[CH2:3][CH2:4][S:5][CH3:6]. Reported procedure: 6.225 g. (25 mole) of BOC-L-Met was dissolved in 160 ml. of degassed dimethylformamide and cooled under nitrogen to 0° C. 4.55 g. (25 mmole) of L-Leu-OMe was dissolved in 80 ml. of dimethylformamide and set aside. To the BOC-L-Met was added 5.38 ml. of diphenylphosphorylazide in 10% excess followed by 3.48 ml. of triethylamine in 10% excess, followed by the L-Leu-OMe. The reaction mixture was stirred at 0° C. for 3 hrs., then at room temperature for 16 hrs. The solution was concentrated and trea... Starting materials: C(C1=CC=CC=C1)N1C(C=C(C=C1C)OCC1=CC(=CC=C1)Cl)=O (1-benzyl-4-[(3-chlorobenzyl)oxy]-6-methylpyridin-2(1H)-one), C(C1=CC=CC=C1)N1C(C=C(C=C1C)OCC1=CC(=CC=C1)Cl)=O (1-benzyl-4-[(3-chlorobenzyl)oxy]-6-methylpyridin-2(1H)-one), C(C)(=O)[O-].[Na+] (sodium acetate), BrBr (bromine). The solvent is C(C)(=O)O (acetic acid). Reaction conditions: time 1 hour. Product: C(C1=CC=CC=C1)N1C(C(=C(C=C1C)OCC1=CC(=CC=C1)Cl)Br)=O (1-benzyl-3-bromo-4-[(3-chlorobenzyl)oxy]-6-methylpyridin-2(1H)-one). RXN SMILES: [CH2:1]([N:8]1[C:13]([CH3:14])=[CH:12][C:11]([O:15][CH2:16][C:17]2[CH:22]=[CH:21][CH:20]=[C:19]([Cl:23])[CH:18]=2)=[CH:10][C:9]1=[O:24])[C:2]1[CH:7]=[CH:6][CH:5]=[CH:4][CH:3]=1.C([O-])(=O)C.[Na+].[Br:30]Br>C(O)(=O)C>[CH2:1]([N:8]1[C:13]([CH3:14])=[CH:12][C:11]([O:15][CH2:16][C:17]2[CH:22]=[CH:21][CH:20]=[C:19]([Cl:23])[CH:18]=2)=[C:10]([Br:30])[C:9]1=[O:24])[C:2]1[CH:7]=[CH:6][CH:5]=[CH:4][CH:3]=1 |f:1.2|. Reported procedure: The product of example 38 (SC-83316), 1-benzyl-4-[(3-chlorobenzyl)oxy]-6-methylpyridin-2(1H)-one (0.91 mmol, 310 Mg), acetic acid (20 mL), and sodium acetate (0.91 mmol, 80 Mg) were stirred at room temperature when bromine (0.91 mmol, 145 Mg) was added. After stirring for one hour, the mixture was concentrated, dissolved in ethyl acetate, and washed successively with saturated aqueous sodium bicarbonate solution, brine, and water. After drying over magnesium sulfate and concentrating, the produc... Product: Cc1noc(-c2ccc(-c3ccc(CC(=O)O)cc3)cc2)c1NC(=O)OC(C)c1ccccc1. Reactants: CCOC(=O)Cc1ccc(-c2ccc(-c3onc(C)c3NC(=O)OC(C)c3ccccc3)cc2)cc1, CO, [Li+], [OH-], O. As a reaction SMILES: [CH2:1]([CH3:2])[O:3][C:4]([CH2:5][c:6]1[cH:7][cH:8][c:9](-[c:12]2[cH:13][cH:14][c:15](-[c:18]3[c:19]([NH:24][C:25](=[O:26])[O:27][CH:28]([CH3:29])[c:30]4[cH:31][cH:32][cH:33][cH:34][cH:35]4)[c:20]([CH3:23])[n:21][o:22]3)[cH:16][cH:17]2)[cH:10][cH:11]1)=[O:36].[CH3:37][OH:38].[Li+:39].[OH-:40].[OH2:41]>>[O:3]=[C:4]([CH2:5][c:6]1[cH:7][cH:8][c:9](-[c:12]2[cH:13][cH:14][c:15](-[c:18]3[c:19]([NH:24][C:25](=[O:26])[O:27][CH:28]([CH3:29])[c:30]4[cH:31][cH:32][cH:33][cH:34][cH:35]4)[c:20]([CH3:23])[n:21][o:22]3)[cH:16][cH:17]2)[cH:10][cH:11]1)[OH:36]. Reactants: C, COC(=O)Cc1ccc(OCc2ccccc2)cc1C, CO, [H][H], [Pd]. Yields the product COC(=O)Cc1ccc(O)cc1C. RXN SMILES: [C:25].[CH2:1]([c:2]1[cH:3][cH:4][cH:5][cH:6][cH:7]1)[O:8][c:9]1[cH:10][c:11]([CH3:20])[c:12]([CH2:15][C:16](=[O:17])[O:18][CH3:19])[cH:13][cH:14]1.[CH3:23][OH:24].[H:21][H:22].[Pd:26]>>[OH:8][c:9]1[cH:10][c:11]([CH3:20])[c:12]([CH2:15][C:16](=[O:17])[O:18][CH3:19])[cH:13][cH:14]1. Starting materials: CC(=O)C(C(=O)CSc1ccccc1)C(=O)OC(C)(C)C, CC(=O)CC(=O)OC(C)(C)C, CC(C)(C)[O-], CCOCC, [Na+], O=C(Cl)CSc1ccccc1. The product is CC(=O)CC(=O)CSc1ccccc1. Reaction SMILES: [C:1]([CH3:2])(=[O:3])[CH:4]([C:5]([O:6][C:7]([CH3:8])([CH3:9])[CH3:10])=[O:11])[C:12]([CH2:13][S:14][c:15]1[cH:16][cH:17][cH:18][cH:19][cH:20]1)=[O:21].[C:22]([O:23][C:24]([CH3:25])([CH3:26])[CH3:27])(=[O:28])[CH2:29][C:30]([CH3:31])=[O:32].[CH3:33][C:34]([CH3:35])([O-:36])[CH3:37].[CH3:50][CH2:51][O:52][CH2:53][CH3:54].[Na+:38].[c:39]1([S:40][CH2:41][C:42]([Cl:43])=[O:44])[cH:45][cH:46][cH:47][cH:48][cH:49]1>>[C:1]([CH3:2])(=[O:3])[CH2:4][C:12]([CH2:13][S:14][c:15]1[cH:16][cH:17][cH:18][cH:19][cH:20]1)=[O:21]. Starting materials: OC1CCCCC1O, [Cl-], Clc1cc(Cl)ncn1, [H-], [NH4+], [Na+], C1CCOC1. Yields the product OC1CCCCC1Oc1cc(Cl)ncn1. Reaction SMILES: [CH:3]1([OH:10])[CH:4]([OH:9])[CH2:5][CH2:6][CH2:7][CH2:8]1.[Cl-:19].[Cl:11][c:12]1[n:13][cH:14][n:15][c:16]([Cl:18])[cH:17]1.[H-:1].[NH4+:20].[Na+:2].[O:21]1[CH2:22][CH2:23][CH2:24][CH2:25]1>>[CH:3]1([OH:10])[CH:4]([O:9][c:16]2[n:15][cH:14][n:13][c:12]([Cl:11])[cH:17]2)[CH2:5][CH2:6][CH2:7][CH2:8]1.